From a dataset of the Open Reaction Database (ORD), a public repository of structured organic reaction records. describe an organic reaction: reactants, conditions, products, and yield Reactants: C([O-])([O-])=O.[Cs+].[Cs+] (cesium carbonate), OC=1C=C2C(=CC=C(C2=CC1)C(=O)OC)C (methyl 6-hydroxy-4-methyl-1-naphthoate), C([O-])([O-])=O.[Cs+].[Cs+] (cesium carbonate), ClC1=CC=NC2=CC(=C(C=C12)OC)OC (4-Chloro-6,7-dimethoxyquinoline). Run in CN(C)C=O (DMF). Conditions: time 15 minute. Yields the product COC=1C=C2C(=CC=NC2=CC1OC)OC=1C=C2C(=CC=C(C2=CC1)C(=O)O)C (6-(6,7-dimethoxyquinolin-4-yloxy)-4-methyl-1-naphthoic acid). Reaction SMILES: [OH:1][C:2]1[CH:3]=[C:4]2[C:9](=[CH:10][CH:11]=1)[C:8]([C:12]([O:14]C)=[O:13])=[CH:7][CH:6]=[C:5]2[CH3:16].C(=O)([O-])[O-].[Cs+].[Cs+].Cl[C:24]1[C:33]2[C:28](=[CH:29][C:30]([O:36][CH3:37])=[C:31]([O:34][CH3:35])[CH:32]=2)[N:27]=[CH:26][CH:25]=1>CN(C=O)C>[CH3:35][O:34][C:31]1[CH:32]=[C:33]2[C:28](=[CH:29][C:30]=1[O:36][CH3:37])[N:27]=[CH:26][CH:25]=[C:24]2[O:1][C:2]1[CH:3]=[C:4]2[C:9](=[CH:10][CH:11]=1)[C:8]([C:12]([OH:14])=[O:13])=[CH:7][CH:6]=[C:5]2[CH3:16] |f:1.2.3|. Reported procedure: A resealable tube was charged with methyl 6-hydroxy-4-methyl-1-naphthoate (0.087 g, 0.402 mmol), cesium carbonate (0.393 g, 1.21 mmol), and DMF (2 mL). The system was flushed with argon, the tube was sealed, and the mixture stirred at RT for 15 min. 4-Chloro-6,7-dimethoxyquinoline (0.090 g, 0.40 mmol) was added, and the system was again flushed with argon. The tube was sealed and the mixture stirred at 100° C. for 18 h. Additional cesium carbonate (0.393 g, 1.21 mmol) was added and the system wa... Starting materials: O=C(Cl)OCc1ccccc1, NCc1ccc(C(=O)O)cc1, [Na+], C1CCOC1, [OH-]. The product is O=C(NCc1ccc(C(=O)O)cc1)OCc1ccccc1. Reaction SMILES: [CH2:14]([c:15]1[cH:16][cH:17][cH:18][cH:19][cH:20]1)[O:21][C:22](=[O:23])[Cl:24].[NH2:1][CH2:2][c:3]1[cH:4][cH:5][c:6]([C:7](=[O:8])[OH:9])[cH:10][cH:11]1.[Na+:13].[O:25]1[CH2:26][CH2:27][CH2:28][CH2:29]1.[OH-:12]>>[NH:1]([CH2:2][c:3]1[cH:4][cH:5][c:6]([C:7](=[O:8])[OH:9])[cH:10][cH:11]1)[C:22]([O:21][CH2:14][c:15]1[cH:16][cH:17][cH:18][cH:19][cH:20]1)=[O:23]. Isolated yield 92.8%. Yields the product CC=1C=C(C=CC1[N+](=O)[O-])N1N=C(C=C1C(F)(F)F)C(F)(F)F (1-(3-methyl-4-nitrophenyl)-3,5-bis(trifluoromethyl)-1H-pyrazole). RXN SMILES: [CH3:1][C:2]1[CH:3]=[C:4]([NH:11][NH2:12])[CH:5]=[CH:6][C:7]=1[N+:8]([O-:10])=[O:9].[CH2:13]([C:20]([C:22]([F:25])([F:24])[F:23])=O)[C:14]([C:16]([F:19])([F:18])[F:17])=O>C1(C)C=CC=CC=1>[CH3:1][C:2]1[CH:3]=[C:4]([N:11]2[C:20]([C:22]([F:23])([F:25])[F:24])=[CH:13][C:14]([C:16]([F:17])([F:18])[F:19])=[N:12]2)[CH:5]=[CH:6][C:7]=1[N+:8]([O-:10])=[O:9]. Run in C1(=CC=CC=C1)C (toluene). Procedure: (3-Methyl-4-nitrophenyl)-hydrazine (3.0 g) and hexafluoroacetylacetone (3.7 g) were dissolved in toluene and the solution was refluxed for 6 hours. After cooling, the solvent was distilled off and the obtained residue was purified by silica gel column chromatography to obtain 1-(3-methyl-4-nitrophenyl)-3,5-bis(trifluoromethyl)-1H-pyrazole (5.6 g). nD20 1.4890. Starting materials: CC=1C=C(C=CC1[N+](=O)[O-])NN ((3-Methyl-4-nitrophenyl)-hydrazine), C(C(=O)C(F)(F)F)C(=O)C(F)(F)F (hexafluoroacetylacetone). Reaction SMILES: [C:1]([C:4]1[CH:25]=[CH:24][C:7]([O:8][C:9]2[C:17]3[C:12](=[CH:13][CH:14]=[C:15]([F:18])[CH:16]=3)[N:11]([CH2:19][C:20]([OH:22])=[O:21])[C:10]=2[CH3:23])=[CH:6][CH:5]=1)(O)=[O:2].[CH2:26]([NH2:28])[CH3:27].[CH2:29]1COCC1>>[CH2:26]([NH:28][C:1]([C:4]1[CH:5]=[CH:6][C:7]([O:8][C:9]2[C:17]3[C:12](=[CH:13][CH:14]=[C:15]([F:18])[CH:16]=3)[N:11]([CH2:19][C:20]([O:22][CH3:29])=[O:21])[C:10]=2[CH3:23])=[CH:24][CH:25]=1)=[O:2])[CH3:27]. Reported procedure: The sub-title compound was prepared by the method of Example 10, step a) using the product from Example 9 and ethylamine in THF. Product: C(C)NC(=O)C1=CC=C(OC2=C(N(C3=CC=C(C=C23)F)CC(=O)OC)C)C=C1 (Methyl 3-[4-[(Ethylamino)carbonyl]phenoxy]-5-fluoro-2-methyl-1H-indole-1-acetate). Starting materials: C(=O)(O)C1=CC=C(OC2=C(N(C3=CC=C(C=C23)F)CC(=O)O)C)C=C1 (3-(4-Carboxyphenoxy)-5-fluoro-2-methyl-1H-indole-1-acetic acid), C(C)N (ethylamine), C1CCOC1 (THF). Starting materials: NC=1C=C(C=C(C1F)N1CCN(CC1)C)N(C(OC)=O)CC1=CC=C(C=C1)OC (methyl (3-amino-4-fluoro-5-(4-methylpiperazin-1-yl)phenyl)(4-methoxybenzyl)carbamate), C1(CC1)N(C1=NC(=NN2C1=NC=C2C#N)S(=O)(=O)C)CC2=CC=C(C=C2)OC (4-(cyclopropyl(4-methoxybenzyl)amino)-2-(methylsulfonyl)imidazo[2,1-f][1,2,4]triazine-7-carbonitrile), C(=O)([O-])[O-].[Cs+].[Cs+] (Cs2CO3). Solvent: CN(C)C=O (DMF). Product: C(#N)C1=CN=C2C(=NC(=NN21)NC=2C=C(C=C(C2F)N2CCN(CC2)C)N(C(OC)=O)CC2=CC=C(C=C2)OC)N(CC2=CC=C(C=C2)OC)C2CC2 (methyl (3-((7-cyano-4-(cyclopropyl(4-methoxybenzyl)amino)imidazo[2,1-f][1,2,4]triazin-2-yl)amino)-4-fluoro-5-(4-methylpiperazin-1-yl)phenyl)(4-methoxybenzyl)carbamate). The yield is 103.7%. RXN SMILES: [NH2:1][C:2]1[CH:3]=[C:4]([N:16]([CH2:21][C:22]2[CH:27]=[CH:26][C:25]([O:28][CH3:29])=[CH:24][CH:23]=2)[C:17](=[O:20])[O:18][CH3:19])[CH:5]=[C:6]([N:9]2[CH2:14][CH2:13][N:12]([CH3:15])[CH2:11][CH2:10]2)[C:7]=1[F:8].[CH:30]1([N:33]([CH2:49][C:50]2[CH:55]=[CH:54][C:53]([O:56][CH3:57])=[CH:52][CH:51]=2)[C:34]2[C:39]3=[N:40][CH:41]=[C:42]([C:43]#[N:44])[N:38]3[N:37]=[C:36](S(C)(=O)=O)[N:35]=2)[CH2:32][CH2:31]1.C([O-])([O-])=O.[Cs+].[Cs+]>CN(C=O)C>[C:43]([C:42]1[N:38]2[C:39]([C:34]([N:33]([CH:30]3[CH2:32][CH2:31]3)[CH2:49][C:50]3[CH:55]=[CH:54][C:53]([O:56][CH3:57])=[CH:52][CH:51]=3)=[N:35][C:36]([NH:1][C:2]3[CH:3]=[C:4]([N:16]([CH2:21][C:22]4[CH:23]=[CH:24][C:25]([O:28][CH3:29])=[CH:26][CH:27]=4)[C:17](=[O:20])[O:18][CH3:19])[CH:5]=[C:6]([N:9]4[CH2:10][CH2:11][N:12]([CH3:15])[CH2:13][CH2:14]4)[C:7]=3[F:8])=[N:37]2)=[N:40][CH:41]=1)#[N:44] |f:2.3.4|. Procedure: methyl (3-amino-4-fluoro-5-(4-methylpiperazin-1-yl)phenyl)(4-methoxybenzyl)carbamate (50 mg, 0.093 mmol), 4-(cyclopropyl(4-methoxybenzyl)amino)-2-(methylsulfonyl)imidazo[2,1-f][1,2,4]triazine-7-carbonitrile (44.6 mg, 0.112 mmol) and Cs2CO3 (91 mg, 0.280 mmol) in DMF (1 ml) were heated at 45° C. for 14 hours. LCMS showed product formation (m/e+=721, [M+H]+). The mixture was poured onto a Phenomenex Strata XC cation exchange resin (2 g adsorbent). The cartridge was washed with MeOH and CH3CN. The ... The reactants are C1CCOC1, CC(C)(C)[O-], Clc1cc2c(cn1)CCCC2, [K+], CC(C)(C)ON=O. Product: ON=C1CCCc2cnc(Cl)cc21. RXN SMILES: [CH2:25]1[O:26][CH2:27][CH2:28][CH2:29]1.[CH3:12][C:13]([CH3:14])([O-:15])[CH3:16].[Cl:1][c:2]1[n:3][cH:4][c:5]2[c:10]([cH:11]1)[CH2:9][CH2:8][CH2:7][CH2:6]2.[K+:17].[N:18](=[O:19])[O:20][C:21]([CH3:22])([CH3:23])[CH3:24]>>[Cl:1][c:2]1[n:3][cH:4][c:5]2[c:10]([cH:11]1)[C:9](=[N:18][OH:19])[CH2:8][CH2:7][CH2:6]2.